Dataset: the Open Reaction Database (ORD), a public repository of structured organic reaction records. Task: describe an organic reaction: reactants, conditions, products, and yield The reactants are CC(C)N[C@@H]1CN(CC1)C(=O)OC(C)(C)C (1,1-dimethylethyl (3S)-3-[(1-methylethyl)amino]pyrrolidine-1-carboxylate), FC(C1=C(CBr)C=C(C=C1)F)(F)F (2-(trifluoromethyl)-5-fluorobenzyl bromide), C(C)#N (acetonitrile), C([O-])([O-])=O.[K+].[K+] (potassium carbonate). The solvent is C(C)(=O)OCC (ethyl acetate). The product is C(\C=C\C(=O)O)(=O)O.CC(C)N([C@@H]1CNCC1)CC1=C(C=CC(=C1)F)C(F)(F)F ((3S)-N-(1-Methylethyl)-N-{[2-(trifluoromethyl)-5-fluorophenyl]methyl}pyrrolidin-3-amine fumarate). As a reaction SMILES: [CH3:1][CH:2]([NH:4][C@H:5]1[CH2:9][CH2:8][N:7]([C:10]([O:12]C(C)(C)C)=[O:11])[CH2:6]1)[CH3:3].[F:17][C:18]([F:29])([F:28])[C:19]1[CH:26]=[CH:25][C:24]([F:27])=[CH:23][C:20]=1[CH2:21]Br.[C:30](=[O:33])([O-:32])[O-].[K+].[K+].[C:36](#N)[CH3:37]>C(OCC)(=O)C>[C:10]([OH:12])(=[O:11])/[CH:36]=[CH:37]/[C:30]([OH:32])=[O:33].[CH3:3][CH:2]([N:4]([CH2:21][C:20]1[CH:23]=[C:24]([F:27])[CH:25]=[CH:26][C:19]=1[C:18]([F:28])([F:17])[F:29])[C@H:5]1[CH2:9][CH2:8][NH:7][CH2:6]1)[CH3:1] |f:2.3.4,7.8|. Procedure details: A solution of 1,1-dimethylethyl (3S)-3-[(1-methylethyl)amino]pyrrolidine-1-carboxylate (0.34 g, 1.5 mmol) and 2-(trifluoromethyl)-5-fluorobenzyl bromide (0.58 g, 2.25 mmol) in acetonitrile (5 mL) was heated at reflux with anhydrous potassium carbonate (0.41 g, 3 mmol) for 24 hours. The reaction mixture was cooled, diluted with ethyl acetate and washed with water. The organic extracts were washed with brine, dried (MgSO4), filtered and evaporated in vacuo to give an oil. This was purified by flas... Reactants: [OH-].[Na+] (sodium hydroxide), ClC=1C=NC=C(C1)Cl (3,5-Dichloropyridine), [OH-].[Na+] (sodium hydroxide), crude mixture, C(CN)N (ethylenediamine), CC(C)([O-])C.[K+] (potassium tert-butoxide), [Na] (Sodium). Run in CS(=O)C (dimethyl sulfoxide), COCCOC (1,2-dimethoxyethane), CO (methanol). Reaction conditions: temperature 70 celsius, time 8 hour. Yields the product N (ammonia), COC=1C=C(C=NC1)NCCN (N-(5-Methoxy-3-pyridyl)-ethylenediamine). Reaction SMILES: [Na].Cl[C:3]1[CH:4]=[N:5][CH:6]=[C:7](Cl)[CH:8]=1.[OH-].[Na+].[CH2:12]([NH2:15])[CH2:13][NH2:14].C[C:17](C)([O-:19])C.[K+]>COCCOC.CS(C)=O.CO>[NH3:5].[CH3:17][O:19][C:3]1[CH:8]=[C:7]([NH:14][CH2:13][CH2:12][NH2:15])[CH:6]=[N:5][CH:4]=1 |f:2.3,5.6,^1:0|. Reported procedure: Sodium (4.98 g, 216.7 mmol) was added to methanol (100 ml), and was allowed to react, the mixture was evaporated. 3,5-Dichloropyridine (25.0 g, 166.7 mmol) and dimethyl sulfoxide (250 ml) were added. The mixture was stirred at 70° C. overnight. Aqueous sodium hydroxide (500 ml, 1 M) was added, and the mixture was extracted twice with diethyl ether (500 ml). The crude mixture was stirred together with ethylenediamine (50.0 g, 833.5 mmol), potassium tert-butoxide (37.4 g, 333.4 mmol) and 1,2-dimet...